Task: describe an organic reaction: reactants, conditions, products, and yield. Dataset: the Open Reaction Database (ORD), a public repository of structured organic reaction records Reactants: C(C)(C)(C)OC(=O)N1[C@@H](CC(C1)=NOC)C(=O)O ((2S,4EZ)-1-(tert-butoxycarbonyl)-4-(methoxyimino)-2-pyrrolidine-carboxylic acid), CC1=NN(C(=C1)C)CCC(N)=NO (3-(3,5-dimethyl-1H-pyrazol-1-yl)-N′-hydroxy-propanimidamide), C(C)(C)(C)OC(=O)N1[C@@H](CC(C1)=NOC)C(=O)O ((2S,4EZ)-1-(tert-butoxycarbonyl)-4-(methoxyimino)-2-pyrrolidine-carboxylic acid), C1(=CC=C(C=C1)C(=O)Cl)C1=CC=CC=C1 ([1,1′-biphenyl]-4-carbonyl chloride). The product is CON=C1CN([C@@H](C1)C1=NC(=NO1)CCN1N=C(C=C1C)C)C(=O)C1=CC=C(C=C1)C1=CC=CC=C1 ((3EZ,5S)-1-([1,1′-biphenyl]-4-ylcarbonyl)-5-{3-[2-(3,5-dimethyl-1H-pyrazol-1-yl)ethyl]-1,2,4-oxadiazol-5-yl}-3-pyrrolidinone O-methyloxime). As a reaction SMILES: C(O[C:6]([N:8]1[CH2:12][C:11](=[N:13][O:14][CH3:15])[CH2:10][C@H:9]1[C:16]([OH:18])=O)=[O:7])(C)(C)C.[C:19]1([C:28]2[CH:33]=[CH:32][CH:31]=[CH:30][CH:29]=2)[CH:24]=[CH:23][C:22](C(Cl)=O)=[CH:21][CH:20]=1.[CH3:34][C:35]1[CH:39]=[C:38]([CH3:40])[N:37]([CH2:41][CH2:42][C:43](=[N:45]O)[NH2:44])[N:36]=1>>[CH3:15][O:14][N:13]=[C:11]1[CH2:10][C@@H:9]([C:16]2[O:18][N:44]=[C:43]([CH2:42][CH2:41][N:37]3[C:38]([CH3:40])=[CH:39][C:35]([CH3:34])=[N:36]3)[N:45]=2)[N:8]([C:6]([C:31]2[CH:30]=[CH:29][C:28]([C:19]3[CH:20]=[CH:21][CH:22]=[CH:23][CH:24]=3)=[CH:33][CH:32]=2)=[O:7])[CH2:12]1. Procedure: Following the general method as outlined in Example 59, starting from (2S,4EZ)-1-(tert-butoxycarbonyl)-4-(methoxyimino)-2-pyrrolidine-carboxylic acid (Intermediate 2), [1,1′-biphenyl]-4-carbonyl chloride, and 3-(3,5-dimethyl-1H-pyrazol-1-yl)-N′-hydroxy-propanimidamide, the title compound was obtained in 79% purity by HPLC. MS(ESI+): m/z=485.3. Reactants: CC(C)c1c(C(=O)NCc2ccc(F)c(F)c2)c2ccc(C(=O)NCC(C)(C)O)cc2n1Cc1ccccc1, CC(C)c1c(C(=O)NCc2ccc(F)cc2)c2ccc(C(=O)NCC(C)(C)O)cc2n1Cc1ccccn1, O=P12OP3(=O)OP(=O)(O1)OP(=O)(O2)O3, c1ccccc1. The product is CC(C)c1c(C(=O)NCc2ccc(F)cc2)c2ccc(C3=NCC(C)(C)O3)cc2n1Cc1ccccn1. Reaction SMILES: [CH2:39]([n:40]1[c:41]2[c:42]([cH:43][cH:44][c:45]([C:46]([NH:47][CH2:48][C:49]([OH:50])([CH3:51])[CH3:52])=[O:53])[cH:54]2)[c:55]([C:56]([NH:57][CH2:58][c:59]2[cH:60][cH:61][c:62]([F:63])[c:64]([F:65])[cH:66]2)=[O:67])[c:68]1[CH:69]([CH3:70])[CH3:71])[c:72]1[cH:73][cH:74][cH:75][cH:76][cH:77]1.[F:1][c:2]1[cH:3][cH:4][c:5]([CH2:6][NH:7][C:8](=[O:9])[c:10]2[c:11]([CH:34]([CH3:35])[CH3:36])[n:12]([CH2:27][c:28]3[n:29][cH:30][cH:31][cH:32][cH:33]3)[c:13]3[cH:14][c:15]([C:19](=[O:20])[NH:21][CH2:22][C:23]([CH3:24])([CH3:25])[OH:26])[cH:16][cH:17][c:18]23)[cH:37][cH:38]1.[O:78]=[P:79]12[O:80][P:81]3(=[O:91])[O:82][P:83](=[O:89])([O:84][P:85](=[O:88])([O:86]3)[O:87]1)[O:90]2.[cH:92]1[cH:93][cH:94][cH:95][cH:96][cH:97]1>>[F:1][c:2]1[cH:3][cH:4][c:5]([CH2:6][NH:7][C:8](=[O:9])[c:10]2[c:11]([CH:34]([CH3:35])[CH3:36])[n:12]([CH2:27][c:28]3[n:29][cH:30][cH:31][cH:32][cH:33]3)[c:13]3[cH:14][c:15]([C:19]4=[N:21][CH2:22][C:23]([CH3:24])([CH3:25])[O:26]4)[cH:16][cH:17][c:18]23)[cH:37][cH:38]1. Starting materials: C(=O)(O)C=1C=C(C=CC1)[C@H](C)NC1=NC=CC(=N1)N1C=NC2=C1C=CC=C2 (2-[(S)-1-(3-carboxyphenyl)ethylamino]-4-[benzimidazol-1-yl]pyrimidine), Cl.CN(CCCN=C=NCC)C (1-(3-dimethylaminopropyl)-3-ethylcarbodiimide hydrochloride), C(Cl)Cl (CH2Cl2), C(CC1=CC=CC=C1)N (phenethylamine). Reagents/catalysts: CN(C1=CC=NC=C1)C (4-dimethylaminopyridine). Run in C(C)N(CC)CC (triethylamine). Reaction conditions: time 18 hour. The product is C1(=CC=CC=C1)CCNC(=O)C=1C=C(C=CC1)[C@H](C)NC1=NC=CC(=N1)N1C=NC2=C1C=CC=C2 (2-[(S)-1-(3-(2-phenylethylaminocarbonyl)phenyl)ethylamino]-4-[benzimidazol-1-yl]pyrimidine). As a reaction SMILES: [C:1]([C:4]1[CH:5]=[C:6]([C@@H:10]([NH:12][C:13]2[N:18]=[C:17]([N:19]3[C:23]4[CH:24]=[CH:25][CH:26]=[CH:27][C:22]=4[N:21]=[CH:20]3)[CH:16]=[CH:15][N:14]=2)[CH3:11])[CH:7]=[CH:8][CH:9]=1)(O)=[O:2].C(Cl)Cl.[CH2:31]([NH2:39])[CH2:32][C:33]1[CH:38]=[CH:37][CH:36]=[CH:35][CH:34]=1.Cl.CN(C)CCCN=C=NCC>CN(C)C1C=CN=CC=1.C(N(CC)CC)C>[C:33]1([CH2:32][CH2:31][NH:39][C:1]([C:4]2[CH:5]=[C:6]([C@@H:10]([NH:12][C:13]3[N:18]=[C:17]([N:19]4[C:23]5[CH:24]=[CH:25][CH:26]=[CH:27][C:22]=5[N:21]=[CH:20]4)[CH:16]=[CH:15][N:14]=3)[CH3:11])[CH:7]=[CH:8][CH:9]=2)=[O:2])[CH:38]=[CH:37][CH:36]=[CH:35][CH:34]=1 |f:3.4|. Procedure details: Made in the same manner as EXAMPLE 62 using 2-[(S)-1-(3-carboxyphenyl)ethylamino]-4-[benzimidazol-1-yl]pyrimidine (37.2 mg), CH2Cl2 (2 mL), triethylamine (72 μL), phenethylamine (39 μL), 1-(3-dimethylaminopropyl)-3-ethylcarbodiimide hydrochloride (58 mg) and 4-dimethylaminopyridine (˜1 mg). Run for 18 h then concentrated under reduced pressure and purified by silica gel chromatography (98:2 CH2Cl2:MeOH) to yield 21.6 mg of the title compound. 1H NMR (500 MHz, CDCl3 partial): δ 8.48 (br s, 1H); 8... Starting materials: COC(OC)N(C)C, CC(=O)c1cc2ccccc2s1. Yields the product CN(C)C=CC(=O)c1cc2ccccc2s1. As a reaction SMILES: [CH3:13][O:14][CH:15]([N:16]([CH3:17])[CH3:18])[O:19][CH3:20].[s:1]1[c:2]2[c:3]([cH:4][c:5]1[C:6]([CH3:7])=[O:8])[cH:9][cH:10][cH:11][cH:12]2>>[s:1]1[c:2]2[c:3]([cH:4][c:5]1[C:6]([CH:7]=[CH:15][N:16]([CH3:17])[CH3:18])=[O:8])[cH:9][cH:10][cH:11][cH:12]2. The reactants are CC(=O)O, Cl, NO, [Na+], [OH-], Cc1ccc2ccc(O)c(C=O)c2n1. The product is Cc1ccc2ccc(O)c(C=NO)c2n1. RXN SMILES: [CH3:20][C:21](=[O:22])[OH:23].[ClH:1].[NH2:2][OH:3].[Na+:19].[OH-:18].[OH:4][c:5]1[cH:6][cH:7][c:8]2[cH:9][cH:10][c:11]([CH3:17])[n:12][c:13]2[c:14]1[CH:15]=[O:16]>>[N:2]([OH:3])=[CH:15][c:14]1[c:5]([OH:4])[cH:6][cH:7][c:8]2[cH:9][cH:10][c:11]([CH3:17])[n:12][c:13]21. Reactants: BrC1CC(OC2=C1C=C(C=C2)C#N)(C)C (4-bromo-6-cyano-3,4-dihydro-2,2-dimethyl-2H-1-benzopyran), [N-]=[N+]=[N-].[Na+] (sodium azide). The solvent is CN(C=O)C (N,N-dimethylformamide). Run at time 4 hour. Yields the product N(=[N+]=[N-])C1CC(OC2=C1C=C(C=C2)C#N)(C)C (4-Azido-6-cyano-3,4-dihydro-2,2-dimethyl-2H-1-benzopyran). Isolated yield 97.4%. As a reaction SMILES: Br[CH:2]1[C:7]2[CH:8]=[C:9]([C:12]#[N:13])[CH:10]=[CH:11][C:6]=2[O:5][C:4]([CH3:15])([CH3:14])[CH2:3]1.[N-:16]=[N+:17]=[N-:18].[Na+]>CN(C)C=O>[N:16]([CH:2]1[C:7]2[CH:8]=[C:9]([C:12]#[N:13])[CH:10]=[CH:11][C:6]=2[O:5][C:4]([CH3:15])([CH3:14])[CH2:3]1)=[N+:17]=[N-:18] |f:1.2|. Procedure: A solution of 4-bromo-6-cyano-3,4-dihydro-2,2-dimethyl-2H-1-benzopyran (6.73 g, 25.29 mmoles), title B compound, in dry N,N-dimethylformamide (100 mL) was treated with sodium azide (3.79 g, 50.57 mmoles) and stirred at room temperature under argon for 4 hours. The reaction mixture was partitioned between 100 mL ethyl acetate and 200 mL distilled water. The organic layer was separated and the aqueous layer was extracted with 100 mL of ethyl acetate. The combined organics were washed successively ...